This data is from the Open Reaction Database (ORD), a public repository of structured organic reaction records. The task is: describe an organic reaction: reactants, conditions, products, and yield Starting materials: [Li].ClC1=C(SC=C1)C[C@@H](CC)NS(=O)(=O)C1=CC=C(C=C1)C ((R)-N-[1-[(3-chlorothien-2-yl)methyl]propyl]-4-methylbenzenesulfonamide lithium salt), ClC1=NC=CC(=C1[N+](=O)[O-])Cl (2,4-dichloro-3-nitropyridine), 226.5.g, [F-].[K+] (potassium fluoride), C1(=CC=CC=C1)C (toluene). Reagents/catalysts: [Br-].C(CCC)[N+](CCCC)(CCCC)CCCC (tetrabutyl-ammonium bromide). The solvent is O (water). Run at temperature 60 celsius, time 10 minute. Yields the product FC1=NC=CC(=C1[N+](=O)[O-])NS(=O)(=O)C1=CC=C(C=C1)C (N-(2-fluoro-3-nitropyrid-4-yl)-4-methylbenzenesulfonamide). The yield is 60.0%. Reaction SMILES: Cl[C:2]1[C:7]([N+:8]([O-:10])=[O:9])=[C:6](Cl)[CH:5]=[CH:4][N:3]=1.[F-:12].[K+].C1(C)C=CC=CC=1.[Li].ClC1C=CSC=1C[C@H]([NH:32][S:33]([C:36]1[CH:41]=[CH:40][C:39]([CH3:42])=[CH:38][CH:37]=1)(=[O:35])=[O:34])CC>[Br-].C([N+](CCCC)(CCCC)CCCC)CCC.O>[F:12][C:2]1[C:7]([N+:8]([O-:10])=[O:9])=[C:6]([NH:32][S:33]([C:36]2[CH:41]=[CH:40][C:39]([CH3:42])=[CH:38][CH:37]=2)(=[O:35])=[O:34])[CH:5]=[CH:4][N:3]=1 |f:1.2,4.5,6.7,^1:20|. Procedure: A mixture of 150.0 g (0.781 mol) of 2,4-dichloro-3-nitropyridine, 226.5.g (3.9 mol) of potassium fluoride (spray dried), 75.0 g (0.233 mol) tetrabutyl-ammonium bromide (TBAB) and 800 ml of toluene is heated to reflux with a Dean-Stark trap attached to the reaction vessel. Approximately 100 ml of toluene is distilled off after which the mixture is cooled to 60° C. and 254.7 g (0.741 mol) (R)-N-[1-[(3-chlorothien-2-yl)methyl]propyl]-4-methylbenzenesulfonamide lithium salt is added. The mixture is ... Starting materials: C(C1=CC=CC=C1)N1CC2C(CCC(C2C1)=O)(C1=CC(=CC=C1)Cl)C1=CC(=CC=C1)Cl ((3aRS,7aRS)-2-benzyl-7,7-bis-(3-chlorophenyl)-4-perhydroisoindolone), ClC(=O)OC=C (vinyl chloroformate). Run in C(C)(C)OC(C)C (isopropyl ether), ClCCCl (1,2-dichloroethane). Product: ClC=1C=C(C=CC1)C1(CCC(C2CN(CC12)C(=O)OC=C)=O)C1=CC(=CC=C1)Cl ((3aRS,7aRS)-7,7-bis-(3-chlorophenyl)-2-vinyloxycarbonyl-4-perhydroisoindolone). As a reaction SMILES: C([N:8]1[CH2:16][CH:15]2[CH:10]([C:11]([C:25]3[CH:30]=[CH:29][CH:28]=[C:27]([Cl:31])[CH:26]=3)([C:18]3[CH:23]=[CH:22][CH:21]=[C:20]([Cl:24])[CH:19]=3)[CH2:12][CH2:13][C:14]2=[O:17])[CH2:9]1)C1C=CC=CC=1.Cl[C:33]([O:35][CH:36]=[CH2:37])=[O:34]>ClCCCl.C(OC(C)C)(C)C>[Cl:31][C:27]1[CH:26]=[C:25]([C:11]2([C:18]3[CH:23]=[CH:22][CH:21]=[C:20]([Cl:24])[CH:19]=3)[CH:10]3[CH:15]([CH2:16][N:8]([C:33]([O:35][CH:36]=[CH2:37])=[O:34])[CH2:9]3)[C:14](=[O:17])[CH2:13][CH2:12]2)[CH:30]=[CH:29][CH:28]=1. Procedure details: A solution of (3aRS,7aRS)-2-benzyl-7,7-bis-(3-chlorophenyl)-4-perhydroisoindolone (11.5 g) in 1,2-dichloroethane (250 cc) is treated with vinyl chloroformate (2.8 cc) and refluxed for 16 hours and then concentrated under reduced pressure (2.7 kPa). The residue is chromatographed on a silica gel column (particle size 0.04-0.063 mm, diameter 6 cm, height 32 cm), eluting under a nitrogen pressure of 0.5 bar with a mixture of cyclohexane and ethyl acetate (80/20) and collecting 25 cc fractions. Frac... Starting materials: CN1CCN(CC1)C1=CC=C(C(=N1)N)[N+](=O)[O-] (6-(4-methylpiperazin-1-yl)-3-nitropyridin-2-amine), F (hydrogen fluoride), N1=CC=CC=C1 (pyridine), N(=O)[O-].[Na+] (Sodium nitrite). Conditions: temperature 0 celsius, time 30 minute. Product: FC1=C(C=CC(=N1)N1CCN(CC1)C)[N+](=O)[O-] (1-(6-fluoro-5-nitropyridin-2-yl)-4-methylpiperazine). Reaction SMILES: [CH3:1][N:2]1[CH2:7][CH2:6][N:5]([C:8]2[N:13]=[C:12](N)[C:11]([N+:15]([O-:17])=[O:16])=[CH:10][CH:9]=2)[CH2:4][CH2:3]1.N1C=CC=CC=1.N([O-])=O.[Na+].[FH:28]>>[F:28][C:12]1[N:13]=[C:8]([N:5]2[CH2:6][CH2:7][N:2]([CH3:1])[CH2:3][CH2:4]2)[CH:9]=[CH:10][C:11]=1[N+:15]([O-:17])=[O:16] |f:2.3|. Reported procedure: A solution of 6-(4-methylpiperazin-1-yl)-3-nitropyridin-2-amine (1.2 g, 5.0 mmol) in hydrogen fluoride.pyridine (15 mL) is cooled to 0° C. in an ice-water bath. Sodium nitrite (0.36 g, 5.2 mmol) is added in a single portion, and the mixture is stirred for 30 minutes at 0° C. The bath is removed and the mixture is heated for 15 minutes in an oil bath on a 70° C. hot plate. After cooling to room temperature, the reaction mixture is poured onto ice (50 g), neutralized with saturated aqueous sodium ... Starting materials: CN(C(OC(C)(C)C)=O)C1CC=C(CC1)C1=CNC2=CC=C(C=C12)[N+](=O)[O-] (tert-Butyl methyl(4-(5-nitro-1H-indol-3-yl)cyclohex-3-enyl)carbamate). The reagents and catalysts are [Pd] (Pd—C). Run in N (NH3), CO (methanol). Reaction conditions: time 16 hour. Product: NC=1C=C2C(=CNC2=CC1)C1=CCC(CC1)N(C(OC(C)(C)C)=O)C (tert-Butyl 4-(5-amino-1H-indol-3-yl)cyclohex-3-enyl(methyl)carbamate). The yield is 98.8%. RXN SMILES: [CH3:1][N:2]([CH:10]1[CH2:15][CH2:14][C:13]([C:16]2[C:24]3[C:19](=[CH:20][CH:21]=[C:22]([N+:25]([O-])=O)[CH:23]=3)[NH:18][CH:17]=2)=[CH:12][CH2:11]1)[C:3](=[O:9])[O:4][C:5]([CH3:8])([CH3:7])[CH3:6]>N.CO.[Pd]>[NH2:25][C:22]1[CH:23]=[C:24]2[C:19](=[CH:20][CH:21]=1)[NH:18][CH:17]=[C:16]2[C:13]1[CH2:14][CH2:15][CH:10]([N:2]([CH3:1])[C:3](=[O:9])[O:4][C:5]([CH3:6])([CH3:7])[CH3:8])[CH2:11][CH:12]=1. Procedure details: A solution of compound 81 (0.5 g, 1.364 mmol) in 2 M NH3 in methanol (20 mL) was treated with Pd—C (0.05 g) and flushed with hydrogen gas. The reaction was stirred at room temperature for over night (16 h) under hydrogen atm. (balloon pressure). The solution was filtered using celite bed and washed with CH2Cl2:methanol (1:1, 3×20 mL). The solvent was evaporated and crude was purified by column chromatography (EtOAc: Hexanes, 1:1) to obtain compound 82 (0.46 g, quantitative) as a solid in 1:2 rat... Starting materials: CON=C(C(=O)NC1[C@@H]2N(C(C(=CS2)C=CC=2N=NC=CC2)C(=O)OC(C2=CC=CC=C2)C2=CC=CC=C2)C1=O)C=1N=C(SC1)NC=O (benzhydryl 7-[2-methoxyimino-2-(2-formamidothiazol-4-yl)acetamido]-3-[2-(3-pyridazinyl)vinyl]-2-cephem-4-carboxylate), ClC1=CC(=CC=C1)C(=O)OO (m-chloroperbenzoic acid). Run in C(Cl)Cl (methylene chloride), C(Cl)Cl (methylene chloride). Yields the product CON=C(C(=O)NC1[C@@H]2N(C(=C(CS2=O)C=CC=2N=NC=CC2)C(=O)OC(C2=CC=CC=C2)C2=CC=CC=C2)C1=O)C=1N=C(SC1)NC=O (benzhydryl 7-[2-methoxyimino-2-(2-formamidothiazol-4-yl)acetamido]-3-[2-(3-pyridazinyl)vinyl]-3-cephem-4-carboxylate-1-oxide). Yield: 86.1%. RXN SMILES: [CH3:1][O:2][N:3]=[C:4]([C:41]1[N:42]=[C:43]([NH:46][CH:47]=[O:48])[S:44][CH:45]=1)[C:5]([NH:7][CH:8]1[C:39](=[O:40])[N:10]2[CH:11]([C:23]([O:25][CH:26]([C:33]3[CH:38]=[CH:37][CH:36]=[CH:35][CH:34]=3)[C:27]3[CH:32]=[CH:31][CH:30]=[CH:29][CH:28]=3)=[O:24])[C:12]([CH:15]=[CH:16][C:17]3[N:18]=[N:19][CH:20]=[CH:21][CH:22]=3)=[CH:13][S:14][C@H:9]12)=[O:6].ClC1C=CC=C(C(OO)=[O:57])C=1>C(Cl)Cl>[CH3:1][O:2][N:3]=[C:4]([C:41]1[N:42]=[C:43]([NH:46][CH:47]=[O:48])[S:44][CH:45]=1)[C:5]([NH:7][CH:8]1[C:39](=[O:40])[N:10]2[C:11]([C:23]([O:25][CH:26]([C:27]3[CH:32]=[CH:31][CH:30]=[CH:29][CH:28]=3)[C:33]3[CH:34]=[CH:35][CH:36]=[CH:37][CH:38]=3)=[O:24])=[C:12]([CH:15]=[CH:16][C:17]3[N:18]=[N:19][CH:20]=[CH:21][CH:22]=3)[CH2:13][S:14](=[O:57])[C@H:9]12)=[O:6]. Procedure: To a solution of benzhydryl 7-[2-methoxyimino-2-(2-formamidothiazol-4-yl)acetamido]-3-[2-(3-pyridazinyl)vinyl]-2-cephem-4-carboxylate (syn isomer) (trans isomer) (2.1 g) in methylene chloride (40 ml) was added a solution of 70% m-chloroperbenzoic acid (0.87 g) in methylene chloride (20 ml) at -35° C. with stirring. The reaction mixture was stirred at the same temperature for 20 minutes. The resultant solution was washed with 5% aqueous sodium bicarbonate. The separated organic layer was concentr... The reactants are ClC=1C(=CC(=NC1)F)C=1N=C(C(=NC1)C(=O)N)NCC1CCOCC1 (5-(5-chloro-2-fluoropyridin-4-yl)-3-((tetrahydro-2H-pyran-4-yl)methyl)aminopyrazine-2-carboxamide), NC1CCC(CC1)N (1,4-diaminocyclohexane). Run in CS(=O)C (DMSO). Conditions: temperature 100 celsius. Product: N[C@@H]1CC[C@H](CC1)NC1=NC=C(C(=C1)C=1N=C(C(=NC1)C(=O)N)NCC1CCOCC1)Cl (5-(2-(trans-4-aminocyclohexylamino)-5-chloropyridin-4-yl)-3-((tetrahydro-2H-pyran-4-yl)methyl)aminopyrazine-2-carboxamide). Yield: 12.0%. Reaction SMILES: [Cl:1][C:2]1[C:3]([C:9]2[N:10]=[C:11]([NH:18][CH2:19][CH:20]3[CH2:25][CH2:24][O:23][CH2:22][CH2:21]3)[C:12]([C:15]([NH2:17])=[O:16])=[N:13][CH:14]=2)=[CH:4][C:5](F)=[N:6][CH:7]=1.[NH2:26][CH:27]1[CH2:32][CH2:31][CH:30]([NH2:33])[CH2:29][CH2:28]1>CS(C)=O>[NH2:26][C@H:27]1[CH2:32][CH2:31][C@H:30]([NH:33][C:5]2[CH:4]=[C:3]([C:9]3[N:10]=[C:11]([NH:18][CH2:19][CH:20]4[CH2:25][CH2:24][O:23][CH2:22][CH2:21]4)[C:12]([C:15]([NH2:17])=[O:16])=[N:13][CH:14]=3)[C:2]([Cl:1])=[CH:7][N:6]=2)[CH2:29][CH2:28]1. Reported procedure: 5-(5-chloro-2-fluoropyridin-4-yl)-3-((tetrahydro-2H-pyran-4-yl)methyl)aminopyrazine-2-carboxamide (0.035 g, 0.096 mmol) was dissolved in DMSO (2 ml). This was treated with 1,4-diaminocyclohexane (0.109 g, 0.957 mmol). The reaction mixture was then heated at 100° C. for 4 hr. The material was purified by preparative reverse-phase HPLC to give 0.0053 g of 5-(2-(trans-4-aminocyclohexylamino)-5-chloropyridin-4-yl)-3-((tetrahydro-2H-pyran-4-yl)methyl)aminopyrazine-2-carboxamide as the TFA salt. LCMS ... Starting materials: BrC=1C=C2C(=NN(C2=C(C1)C)C(C1=CC=CC=C1)(C1=CC=CC=C1)C1=CC=CC=C1)C1=CC(=CC=C1)F (5-bromo-3-(3-fluorophenyl)-7-methyl-1-trityl-1H-indazole), C(C1=CC=CC=C1)(C1=CC=CC=C1)=N (benzophenoneimine), tris(dibenzylideneacetone)(chloroform)dipalladium(0), C1(=CC=CC2=CC=CC=C12)C1=CC=CC2=CC=CC=C12 (1,1′-binaphthyl), sodium tert-butyrate. Run in O (water), C(C)(=O)OCC (ethyl acetate), C1(=CC=CC=C1)C (toluene). Reaction conditions: time 30 minute. The product is FC=1C=C(C=CC1)C1=NN(C2=C(C=C(C=C12)N)C)C(C1=CC=CC=C1)(C1=CC=CC=C1)C1=CC=CC=C1 (3-(3-Fluoro-phenyl)-7-methyl-1-trityl-1H-indazol-5-ylamine). The yield is 48.7%. Reaction SMILES: Br[C:2]1[CH:3]=[C:4]2[C:8](=[C:9]([CH3:11])[CH:10]=1)[N:7]([C:12]([C:25]1[CH:30]=[CH:29][CH:28]=[CH:27][CH:26]=1)([C:19]1[CH:24]=[CH:23][CH:22]=[CH:21][CH:20]=1)[C:13]1[CH:18]=[CH:17][CH:16]=[CH:15][CH:14]=1)[N:6]=[C:5]2[C:31]1[CH:36]=[CH:35][CH:34]=[C:33]([F:37])[CH:32]=1.C(=[NH:51])(C1C=CC=CC=1)C1C=CC=CC=1.C1(C2C3C(=CC=CC=3)C=CC=2)C2C(=CC=CC=2)C=CC=1>C1(C)C=CC=CC=1.O.C(OCC)(=O)C>[F:37][C:33]1[CH:32]=[C:31]([C:5]2[C:4]3[C:8](=[C:9]([CH3:11])[CH:10]=[C:2]([NH2:51])[CH:3]=3)[N:7]([C:12]([C:13]3[CH:18]=[CH:17][CH:16]=[CH:15][CH:14]=3)([C:25]3[CH:26]=[CH:27][CH:28]=[CH:29][CH:30]=3)[C:19]3[CH:24]=[CH:23][CH:22]=[CH:21][CH:20]=3)[N:6]=2)[CH:36]=[CH:35][CH:34]=1. Reported procedure: To a solution of 2.0 g of 5-bromo-3-(3-fluorophenyl)-7-methyl-1-trityl-1H-indazole obtained in Production Example II-9-c in 20 ml toluene at room temperature were added 0.73 g of benzophenoneimine, 95 mg of tris(dibenzylideneacetone)(chloroform)dipalladium(0), 0.17 g of 2,2′-bis(diphenylphosphino)-.1,1′-binaphthyl and 0.53 g of sodium tert-butyrate, and the mixture was heated under reflux for one day. The mixture was diluted with water and ethyl acetate, and the organic layer was sequentially wa... RXN SMILES: O.O.O.O.O.O.O.O.O.[S-2:10].[Na+].[Na+].Cl[C:14]1[CH:19]=[N:18][CH:17]=[C:16]([Cl:20])[N+:15]=1[O-:21].Cl[CH2:23][S:24][C:25]#[N:26].Cl>CN(C)C=O>[Cl:20][C:16]1[N+:15]([O-:21])=[C:14]([S:10][CH2:23][S:24][C:25]#[N:26])[CH:19]=[N:18][CH:17]=1 |f:0.1.2.3.4.5.6.7.8.9.10.11|. Reaction conditions: time 8 hour. Yields the product ClC1=CN=CC(=[N+]1[O-])SCSC#N (6-chloro-2-(thiocyanatomethylthio)pyrazine-1-oxide). Solvent: CN(C=O)C (dimethylformamide), CN(C=O)C (dimethylformamide). Procedure: To a vigorously stirred solution of 9.6 grams (0.04 mole) of sodium sulfide nonahydrate in 100 milliliters of dimethylformamide was gradually added 6.6 grams (0.04 mole) of 2,6-dichloropyrazine-1-oxide in 50 milliliters of dimethylformamide. The reaction mixture was stirred overnight at ~40° C. Thereafter, 4.3 grams (0.04 mole) of chloromethylthiocyanate were gradually added and the mixture stirred for 4 hours. At the completion of the reaction, the dimethylformamide was removed by evaporation u... Reactants: O.O.O.O.O.O.O.O.O.[S-2].[Na+].[Na+] (sodium sulfide nonahydrate), Cl (hydrochloric acid), ClC1=[N+](C(=CN=C1)Cl)[O-] (2,6-dichloropyrazine-1-oxide), ClCSC#N (chloromethylthiocyanate).